Dataset: the Open Reaction Database (ORD), a public repository of structured organic reaction records. Task: describe an organic reaction: reactants, conditions, products, and yield The reactants are O=Cc1ccc(Br)cc1, CCOC(C)=O, O, O, OCCO, Cc1ccc(S(=O)(=O)O)cc1, c1ccccc1. Yields the product Brc1ccc(C2OCCO2)cc1. Reaction SMILES: [Br:1][c:2]1[cH:3][cH:4][c:5]([CH:6]=[O:7])[cH:8][cH:9]1.[CH3:33][CH2:34][O:35][C:36](=[O:37])[CH3:38].[OH2:10].[OH2:26].[OH:22][CH2:23][CH2:24][OH:25].[c:11]1([CH3:12])[cH:13][cH:14][c:15]([S:16]([OH:17])(=[O:18])=[O:19])[cH:20][cH:21]1.[cH:27]1[cH:28][cH:29][cH:30][cH:31][cH:32]1>>[Br:1][c:2]1[cH:3][cH:4][c:5]([CH:6]2[O:7][CH2:24][CH2:23][O:22]2)[cH:8][cH:9]1. Starting materials: FC=1C=C(C(=O)NC2=CC=C(C3=CC=CC=C23)OC2=NC(=NC=C2)S(=O)(=O)C)C=C(C1)N1CCOCC1 (3-fluoro-N-(4-{[2-(methylsulfonyl)pyrimidin-4-yl]oxy}-1-naphthyl)-5-morpholin-4-ylbenzamide), C(C)N1CCNCC1 (N-ethylpiperazine). The product is C(C)N1CCN(CC1)C1=NC=CC(=N1)OC1=CC=C(C2=CC=CC=C12)NC(C1=CC(=CC(=C1)N1CCOCC1)F)=O (N-(4-{[2-(4-Ethylpiperazin-1-yl)pyrimidin-4-yl]oxy}-1-naphthyl)-3-fluoro-5-morpholin-4-ylbenzamide). RXN SMILES: [F:1][C:2]1[CH:3]=[C:4]([CH:29]=[C:30]([N:32]2[CH2:37][CH2:36][O:35][CH2:34][CH2:33]2)[CH:31]=1)[C:5]([NH:7][C:8]1[C:17]2[C:12](=[CH:13][CH:14]=[CH:15][CH:16]=2)[C:11]([O:18][C:19]2[CH:24]=[CH:23][N:22]=[C:21](S(C)(=O)=O)[N:20]=2)=[CH:10][CH:9]=1)=[O:6].[CH2:38]([N:40]1[CH2:45][CH2:44][NH:43][CH2:42][CH2:41]1)[CH3:39]>>[CH2:38]([N:40]1[CH2:45][CH2:44][N:43]([C:21]2[N:20]=[C:19]([O:18][C:11]3[C:12]4[C:17](=[CH:16][CH:15]=[CH:14][CH:13]=4)[C:8]([NH:7][C:5](=[O:6])[C:4]4[CH:29]=[C:30]([N:32]5[CH2:37][CH2:36][O:35][CH2:34][CH2:33]5)[CH:31]=[C:2]([F:1])[CH:3]=4)=[CH:9][CH:10]=3)[CH:24]=[CH:23][N:22]=2)[CH2:42][CH2:41]1)[CH3:39]. Reported procedure: Compound is prepared from 3-fluoro-N-(4-{[2-(methylsulfonyl)pyrimidin-4-yl]oxy}-1-naphthyl)-5-morpholin-4-ylbenzamide and N-ethylpiperazine according to conditions described in general procedure C. Mp: 185-186° C.; 1H NMR (400 MHz, DMSO-d6) δ 0.98 (t, J=6.9 Hz, 3 H), 2.31 (bs, 6 H), 3.27 (t, J=4.0 Hz, 6 H), 3.50 (bs, 2 H), 3.77 (t, J=4.4 Hz, 4 H), 6.22-6.24 (m, 1 H), 7.04 (d, J=12.0 Hz, 1 H), 7.27 (d, J=8.0 Hz, 1 H), 7.43 (d, J=8.0 Hz, 1 H), 7.50 (s, 1 H), 7.56-7.63 (m, 3 H), 7.84-7.86 (m, 1 H),... Starting materials: C(CC)(=O)O.C(CC)(=O)O.O[C@H]1[C@]2(C)[C@@H](CC1)[C@@H]1CCC3=CC(C[C@@H]([C@]3(CO)[C@H]1CC2)C)=O (17α,19-dihydroxy-1α-methyl-4-androsten-3-one dipropionate), C([O-])([O-])=O.[Na+].[Na+] (sodium carbonate). The solvent is CO (methanol). Yields the product O[C@@H]1[C@]2(C)[C@@H](CC1)[C@@H]1CCC3=CC(C[C@@H]([C@]3(CO)[C@H]1CC2)C)=O (17β,19-dihydroxy-1α-methyl-4-androsten-3-one). RXN SMILES: C(O)(=O)CC.C(O)(=O)CC.[OH:11][C@@H:12]1[CH2:17][CH2:16][C@H:15]2[C@H:18]3[C@H:29]([CH2:30][CH2:31][C@:13]12[CH3:14])[C@:26]1([CH2:27][OH:28])[C:21](=[CH:22][C:23](=[O:33])[CH2:24][C@@H:25]1[CH3:32])[CH2:20][CH2:19]3.C(=O)([O-])[O-].[Na+].[Na+]>CO>[OH:11][C@H:12]1[CH2:17][CH2:16][C@H:15]2[C@H:18]3[C@H:29]([CH2:30][CH2:31][C@:13]12[CH3:14])[C@:26]1([CH2:27][OH:28])[C:21](=[CH:22][C:23](=[O:33])[CH2:24][C@@H:25]1[CH3:32])[CH2:20][CH2:19]3 |f:0.1.2,3.4.5|. Reported procedure: A solution of 17α,19-dihydroxy-1α-methyl-4-androsten-3-one dipropionate in methanol is refluxed for about two hours with aqueous sodium carbonate. The solvent is removed and the residue dissolved in chloroform. The chloroform extract is washed well with water, dried over magnesium sulfate and evaporated under vacuum. The residue which remains is crystallized from acetonitrile to yield 17β,19-dihydroxy-1α-methyl-4-androsten-3-one. The reactants are COC1=C(C=C(C=C1)C1=CC=C(C=C1)[N+](=O)[O-])C(=O)O (4-Methoxy-4′-nitro-biphenyl-3-carboxylic acid), Cl.ClC=1C=C(C=CC1F)C1=CC=C(C=C1)C[C@H](C1=NC(=NO1)C)N (2-(3′-Chloro-4′-fluoro-biphenyl-4-yl)-1-(R)-(3-methyl-[1,2,4]oxadiazol-5-yl)-ethylamine hydrochloride salt). The product is ClC=1C=C(C=CC1F)C1=CC=C(C=C1)C[C@H](C1=NC(=NO1)C)NC(=O)C=1C=C(C=CC1OC)C1=CC=C(C=C1)[N+](=O)[O-] (4-Methoxy-4′-nitro-biphenyl-3-carboxylic acid [2-(3′-chloro-4′-fluoro-biphenyl-4-yl)-1-(R)-(3-methyl-[1,2,4]oxadiazol-5-yl)-ethyl]-amide). Yield: 69.7%. Reaction SMILES: [CH3:1][O:2][C:3]1[CH:8]=[CH:7][C:6]([C:9]2[CH:14]=[CH:13][C:12]([N+:15]([O-:17])=[O:16])=[CH:11][CH:10]=2)=[CH:5][C:4]=1[C:18]([OH:20])=O.Cl.[Cl:22][C:23]1[CH:24]=[C:25]([C:30]2[CH:35]=[CH:34][C:33]([CH2:36][C@@H:37]([NH2:44])[C:38]3[O:42][N:41]=[C:40]([CH3:43])[N:39]=3)=[CH:32][CH:31]=2)[CH:26]=[CH:27][C:28]=1[F:29]>>[Cl:22][C:23]1[CH:24]=[C:25]([C:30]2[CH:35]=[CH:34][C:33]([CH2:36][C@@H:37]([NH:44][C:18]([C:4]3[CH:5]=[C:6]([C:9]4[CH:10]=[CH:11][C:12]([N+:15]([O-:17])=[O:16])=[CH:13][CH:14]=4)[CH:7]=[CH:8][C:3]=3[O:2][CH3:1])=[O:20])[C:38]3[O:42][N:41]=[C:40]([CH3:43])[N:39]=3)=[CH:32][CH:31]=2)[CH:26]=[CH:27][C:28]=1[F:29] |f:1.2|. Reported procedure: 4-Methoxy-4′-nitro-biphenyl-3-carboxylic acid [2-(3′-chloro-4′-fluoro-biphenyl-4-yl)-1-(R)-(3-methyl-[1,2,4]oxadiazol-5-yl)-ethyl]-amide (0.045 g) was prepared from 4-Methoxy-4′-nitro-biphenyl-3-carboxylic acid (0.03 g, 0.11 mmol) and 2-(3′-Chloro-4′-fluoro-biphenyl-4-yl)-1-(R)-(3-methyl-[1,2,4]oxadiazol-5-yl)-ethylamine hydrochloride salt (0.04 g, 0.11 mmol) following general procedure A RXN SMILES: [C:3]([CH3:4])([CH3:5])([CH3:6])[Si:7]([O:8][CH2:9][CH2:10][O:11][CH2:12][CH:13]([C:14](=[O:15])[O:16][CH3:17])[OH:18])([c:19]1[cH:20][cH:21][cH:22][cH:23][cH:24]1)[c:25]1[cH:26][cH:27][cH:28][cH:29][cH:30]1.[CH2:62]1[O:63][CH2:64][CH2:65][CH2:66]1.[Cl:31][c:32]1[c:33]2[c:34]([n:35][cH:36][n:37]1)[n:38](-[c:41]1[c:42]([CH3:48])[cH:43][cH:44][c:45]([CH3:47])[cH:46]1)[n:39][cH:40]2.[H-:1].[Na+:2].[OH:49][C:50]([CH2:51][C:52]([C:53](=[O:54])[OH:55])([CH2:56][C:57](=[O:58])[OH:59])[OH:60])=[O:61]>>[C:3]([CH3:4])([CH3:5])([CH3:6])[Si:7]([O:8][CH2:9][CH2:10][O:11][CH2:12][CH:13]([C:14](=[O:15])[O:16][CH3:17])[O:18][c:32]1[c:33]2[c:34]([n:35][cH:36][n:37]1)[n:38](-[c:41]1[c:42]([CH3:48])[cH:43][cH:44][c:45]([CH3:47])[cH:46]1)[n:39][cH:40]2)([c:19]1[cH:20][cH:21][cH:22][cH:23][cH:24]1)[c:25]1[cH:26][cH:27][cH:28][cH:29][cH:30]1. Product: COC(=O)C(COCCO[Si](c1ccccc1)(c1ccccc1)C(C)(C)C)Oc1ncnc2c1cnn2-c1cc(C)ccc1C. The reactants are COC(=O)C(O)COCCO[Si](c1ccccc1)(c1ccccc1)C(C)(C)C, C1CCOC1, Cc1ccc(C)c(-n2ncc3c(Cl)ncnc32)c1, [H-], [Na+], O=C(O)CC(O)(CC(=O)O)C(=O)O. The reactants are BrB(Br)Br, CCCCCCc1ccc(Oc2ccccc2)c(OC)c1, COc1cc(Cl)ccc1Oc1ccccc1, ClCCl. Yields the product CCCCCCc1ccc(Oc2ccccc2)c(O)c1. Reaction SMILES: [B:38]([Br:39])([Br:40])[Br:41].[CH2:1]([CH2:2][CH2:3][CH2:4][CH2:5][CH3:6])[c:7]1[cH:8][c:9]([O:20][CH3:21])[c:10]([O:13][c:14]2[cH:15][cH:16][cH:17][cH:18][cH:19]2)[cH:11][cH:12]1.[Cl:22][c:23]1[cH:24][cH:25][c:26]([O:27][c:28]2[cH:29][cH:30][cH:31][cH:32][cH:33]2)[c:34]([O:35][CH3:36])[cH:37]1.[Cl:42][CH2:43][Cl:44]>>[CH2:1]([CH2:2][CH2:3][CH2:4][CH2:5][CH3:6])[c:7]1[cH:8][c:9]([OH:20])[c:10]([O:13][c:14]2[cH:15][cH:16][cH:17][cH:18][cH:19]2)[cH:11][cH:12]1. Starting materials: CN(C(=O)[C@H]1[C@@H](C1)C(=O)C1=CNC2=CC=C(C=C12)F)C (Trans-2-(5-fluoro-3-indolylcarbonyl)cyclopropanecarboxylic acid dimethylamide), [H-].[Al+3].[Li+].[H-].[H-].[H-] (lithium aluminum hydride). Run in O1CCCC1 (tetrahydrofuran), O1CCCC1 (tetrahydrofuran). Reaction conditions: time 12 hour. The product is FC=1C=C2C(=CNC2=CC1)CC1C(C1)CN(C)C (racemic [2-(5-fluoro-1H-indol-3-ylmethyl)-cyclopropyl-methyl]-dimethylamine). The yield is 67.0%. RXN SMILES: [CH3:1][N:2]([CH3:20])[C:3]([C@@H:5]1[CH2:7][C@H:6]1[C:8]([C:10]1[C:18]2[C:13](=[CH:14][CH:15]=[C:16]([F:19])[CH:17]=2)[NH:12][CH:11]=1)=O)=O.[H-].[Al+3].[Li+].[H-].[H-].[H-]>O1CCCC1>[F:19][C:16]1[CH:17]=[C:18]2[C:13](=[CH:14][CH:15]=1)[NH:12][CH:11]=[C:10]2[CH2:8][CH:6]1[CH2:7][CH:5]1[CH2:3][N:2]([CH3:1])[CH3:20] |f:1.2.3.4.5.6|. Procedure details: Trans-2-(5-fluoro-3-indolylcarbonyl)cyclopropanecarboxylic acid dimethylamide (0.27 g, 1 mmol) in tetrahydrofuran was added to a suspension of lithium aluminum hydride (0.2 g, 0.5 mmol) in tetrahydrofuran. The mixture was heated at reflux for 4 hr and stirred at 20° for 12 hr. The reaction was quenched by the sequential addition of 0.5 ml of water, 0.5 ml 15% NaOH solution and 0.5 ml water. After stirring for 1 hr, the insoluble solids were removed by filtration and washed with acetone. The orga... The reactants are C(#N)[BH3-].[Na+] (Sodium cyanotrihydridoborate), C(C)(=O)O (Acetic acid), N1=CC=C(C=C1)C=O (4-pyridinecarbaldehyde), C(C=1C(N)=CC=CC1)(=O)OC (methyl anthranilate), C(#N)[BH3-].[Na+] (sodium cyanotrihydridoborate). Solvent: CO (methanol). Run at time 12 hour. Yields the product N1=CC=C(C=C1)CNC=1C(C(=O)OC)=CC=CC1 (methyl N-(4-pyridylmethyl)-anthranilate). Reaction SMILES: C(O)(=O)C.[N:5]1[CH:10]=[CH:9][C:8]([CH:11]=O)=[CH:7][CH:6]=1.[C:13]([O:22][CH3:23])(=[O:21])[C:14]1[C:15](=[CH:17][CH:18]=[CH:19][CH:20]=1)[NH2:16].C([BH3-])#N.[Na+]>CO>[N:5]1[CH:6]=[CH:7][C:8]([CH2:11][NH:16][C:15]2[C:14](=[CH:20][CH:19]=[CH:18][CH:17]=2)[C:13]([O:22][CH3:23])=[O:21])=[CH:9][CH:10]=1 |f:3.4|. Reported procedure: 3 mL Acetic acid and 8.6 g 4-pyridinecarbaldehyde are added to a solution of 7.5 g methyl anthranilate in 300 mL methanol. The mixture is stirred for 12 hours under nitrogen atmosphere at room temperature. 5.7 g Sodium cyanotrihydridoborate (85%) is added and the mixture is stirred for 3 hours at room temperature. Additional 1.14 g sodium cyanotrihydridoborate (85%) is added and the mixture is stirred for 12 hours at room temperature. The solvent is evaporated and the residue dissolved in ethyl ... Yields the product CC(C)(C)OC(=O)N1CCOC(CNC(=O)Nc2ccc(Cl)cc2)C1. The reactants are CO, O=C=Nc1ccc(Cl)cc1, ClCCl, CC(C)(C)OC(=O)N1CCOC(CN)C1, N. As a reaction SMILES: [CH3:30][OH:31].[Cl:16][c:17]1[cH:18][cH:19][c:20]([N:23]=[C:24]=[O:25])[cH:21][cH:22]1.[Cl:27][CH2:28][Cl:29].[NH2:1][CH2:2][CH:3]1[O:4][CH2:5][CH2:6][N:7]([C:9](=[O:10])[O:11][C:12]([CH3:13])([CH3:14])[CH3:15])[CH2:8]1.[NH3:26]>>[NH:1]([CH2:2][CH:3]1[O:4][CH2:5][CH2:6][N:7]([C:9](=[O:10])[O:11][C:12]([CH3:13])([CH3:14])[CH3:15])[CH2:8]1)[C:24]([NH:23][c:20]1[cH:19][cH:18][c:17]([Cl:16])[cH:22][cH:21]1)=[O:25].